From a dataset of the Open Reaction Database (ORD), a public repository of structured organic reaction records. describe an organic reaction: reactants, conditions, products, and yield Reactants: CCC(O)C(=O)O, CC(=O)OC(C)=O, c1ccncc1. The product is CCC(OC(C)=O)C(=O)O. As a reaction SMILES: [CH3:1][CH2:2][CH:3]([OH:4])[C:5]([OH:6])=[O:7].[CH3:8][C:9](=[O:10])[O:11][C:12](=[O:13])[CH3:14].[cH:15]1[cH:16][cH:17][n:18][cH:19][cH:20]1>>[CH3:1][CH2:2][CH:3]([O:4][C:9]([CH3:8])=[O:10])[C:5]([OH:6])=[O:7]. Product: CC(=O)Nc1ccccc1[N+](=O)[O-]. Reactants: CC(=O)OC(C)=O, Nc1ccccc1[N+](=O)[O-], O. RXN SMILES: [CH3:12][C:13](=[O:14])[O:15][C:16](=[O:17])[CH3:18].[N+:1](=[O:2])([O-:3])[c:4]1[c:5]([NH2:6])[cH:7][cH:8][cH:9][cH:10]1.[OH2:11]>>[N+:1](=[O:2])([O-:3])[c:4]1[c:5]([NH:6][C:13]([CH3:12])=[O:14])[cH:7][cH:8][cH:9][cH:10]1. Reactants: C(C)(=O)NC(C(=O)OCC)(C(=O)OCC)CCC1=CC=C(C=C1)CCCCCCCC (diethyl 2-acetamido-2-[2-(4-octylphenyl)ethyl]malonate), [H-].[Al+3].[Li+].[H-].[H-].[H-] (lithium aluminum hydride), [H-].[Al+3].[Li+].[H-].[H-].[H-] (lithium aluminum hydride), S(=O)(=O)([O-])[O-].[Na+].[Na+] (sodium sulfate). Run in O1CCCC1 (tetrahydrofuran), O1CCCC1 (tetrahydrofuran). Conditions: time 1 hour. Yields the product C(C)(=O)NC(CO)(CO)CCC1=CC=C(C=C1)CCCCCCCC (2-acetamido-2-[2-(4-octylphenyl)ethyl]-1,3-propanediol). As a reaction SMILES: [C:1]([NH:4][C:5]([CH2:16][CH2:17][C:18]1[CH:23]=[CH:22][C:21]([CH2:24][CH2:25][CH2:26][CH2:27][CH2:28][CH2:29][CH2:30][CH3:31])=[CH:20][CH:19]=1)([C:11](OCC)=[O:12])[C:6](OCC)=[O:7])(=[O:3])[CH3:2].[H-].[Al+3].[Li+].[H-].[H-].[H-].S([O-])([O-])(=O)=O.[Na+].[Na+]>O1CCCC1>[C:1]([NH:4][C:5]([CH2:16][CH2:17][C:18]1[CH:23]=[CH:22][C:21]([CH2:24][CH2:25][CH2:26][CH2:27][CH2:28][CH2:29][CH2:30][CH3:31])=[CH:20][CH:19]=1)([CH2:6][OH:7])[CH2:11][OH:12])(=[O:3])[CH3:2] |f:1.2.3.4.5.6,7.8.9|. Procedure details: A solution (100 ml) of diethyl 2-acetamido-2-[2-(4-octylphenyl)ethyl]malonate (11.55 g) in anhydrous tetrahydrofuran was dropwise added to a solution (260 ml) of lithium aluminum hydride (3.0 g) in anhydrous tetrahydrofuran under ice-cooling. The mixture was stirred for 1 hour under ice-cooling and then at room temperature for 2 hours. A saturated aqueous solution of sodium sulfate was dropwise added under ice-cooling to decompose lithium aluminum hydride, which was then filtered off. The result... Reactants: CCOC(=O)Cl, O=C(O)C1CCNCC1, [Na+], [OH-]. Product: CCOC(=O)N1CCC(C(=O)O)CC1. As a reaction SMILES: [Cl:10][C:11](=[O:12])[O:13][CH2:14][CH3:15].[NH:1]1[CH2:2][CH2:3][CH:4]([C:7](=[O:8])[OH:9])[CH2:5][CH2:6]1.[Na+:17].[OH-:16]>>[N:1]1([C:11](=[O:12])[O:13][CH2:14][CH3:15])[CH2:2][CH2:3][CH:4]([C:7](=[O:8])[OH:9])[CH2:5][CH2:6]1. Reactants: C1=CN(C=N1)C(=O)N2C=CN=C2 (CDI), CC1=C(C=C(C=C1)N)B1OC(C(O1)(C)C)(C)C (4-methyl-3-(4,4,5,5-tetramethyl-1,3,2-dioxaborolan-2-yl)benzenamine), C1(CC1)N (cyclopropylamine). Run in C1CCOC1 (THF). Run at temperature 50 celsius. The product is C1(CC1)NC(=O)NC1=CC(=C(C=C1)C)B1OC(C(O1)(C)C)(C)C (1-cyclopropyl-3-(4-methyl-3-(4,4,5,5-tetramethyl-1,3,2-dioxaborolan-2-yl)phenyl)urea). Reaction SMILES: [CH:1]1N=C[N:3]([C:6]([N:8]2C=N[CH:10]=[CH:9]2)=[O:7])[CH:2]=1.[CH3:13][C:14]1[CH:19]=CC(N)=[CH:16][C:15]=1[B:21]1[O:25][C:24]([CH3:27])([CH3:26])[C:23]([CH3:29])([CH3:28])[O:22]1.[CH:30]1(N)CC1>C1COCC1>[CH:9]1([NH:8][C:6]([NH:3][C:2]2[CH:1]=[CH:13][C:14]([CH3:19])=[C:15]([B:21]3[O:22][C:23]([CH3:29])([CH3:28])[C:24]([CH3:26])([CH3:27])[O:25]3)[CH:16]=2)=[O:7])[CH2:10][CH2:30]1. Procedure: A mixture of CDI (254 mg, 1.57 mmol) and 4-methyl-3-(4,4,5,5-tetramethyl-1,3,2-dioxaborolan-2-yl)benzenamine (332 mg, 1.42 mmol) under nitrogen was treated with THF (10 mL) and heated to 50° C. for 45 min. The solution was then cooled to RT and treated with cyclopropylamine (113 μl, 1.64 mmol) and again heated to 40° C. for 11 h. The volatiles were then removed in vacuo (rotary evaporator) and the crude solid was purified on the ISCO 40 g column (15-70% EtOAc in hexanes) affording the title comp... The reactants are C(C)SC1=CC=C(NC(C#N)C2=CC=C(C=C2)S(N)(=O)=O)C=C1 (α-(4-ethylthioanilino)-α-(4-sulfamoylphenyl)acetonitrile), O=CC(C)=C (methacrolein). The product is C(C)SC1=CC=C(C=C1)N1C(=CC(=C1)C)C1=CC=C(C=C1)S(N)(=O)=O (1-(4-Ethylthiophenyl)-4-methyl-2-(4-sulfamoylphenyl)pyrrole), powder. Yield: 69.0%. RXN SMILES: [CH2:1]([S:3][C:4]1[CH:23]=[CH:22][C:7]([NH:8][CH:9]([C:12]2[CH:17]=[CH:16][C:15]([S:18](=[O:21])(=[O:20])[NH2:19])=[CH:14][CH:13]=2)[C:10]#N)=[CH:6][CH:5]=1)[CH3:2].O=[CH:25][C:26](=C)[CH3:27]>>[CH2:1]([S:3][C:4]1[CH:23]=[CH:22][C:7]([N:8]2[CH:25]=[C:26]([CH3:27])[CH:10]=[C:9]2[C:12]2[CH:17]=[CH:16][C:15]([S:18](=[O:21])(=[O:20])[NH2:19])=[CH:14][CH:13]=2)=[CH:6][CH:5]=1)[CH3:2]. Reported procedure: Following a procedure similar to that described in Example 1(iii), but using α-(4-ethylthioanilino)-α-(4-sulfamoylphenyl)acetonitrile [prepared as described in step (ii) above] and methacrolein as starting materials, the title compound was obtained as a slightly yellow powder (yield 69%), melting at 139-141° C. Reactants: [BH4-], CCO, COCCCc1ccccc1-c1cc(C(F)(F)F)c(C(C#N)Cc2ccc(OCCOc3c(Cl)cc(C)cc3Cl)cc2)cn1, N, [Na+], Cl[Ni]Cl. Yields the product COCCCc1ccccc1-c1cc(C(F)(F)F)c(C(CN)Cc2ccc(OCCOc3c(Cl)cc(C)cc3Cl)cc2)cn1. As a reaction SMILES: [BH4-:45].[CH3:47][CH2:48][OH:49].[Cl:1][c:2]1[c:3]([O:4][CH2:5][CH2:6][O:7][c:8]2[cH:9][cH:10][c:11]([CH2:14][CH:15]([C:16]#[N:17])[c:18]3[cH:19][n:20][c:21](-[c:28]4[c:29]([CH2:34][CH2:35][CH2:36][O:37][CH3:38])[cH:30][cH:31][cH:32][cH:33]4)[cH:22][c:23]3[C:24]([F:25])([F:26])[F:27])[cH:12][cH:13]2)[c:39]([Cl:44])[cH:40][c:41]([CH3:43])[cH:42]1.[NH3:50].[Na+:46].[Ni:51]([Cl:52])[Cl:53]>>[Cl:1][c:2]1[c:3]([O:4][CH2:5][CH2:6][O:7][c:8]2[cH:9][cH:10][c:11]([CH2:14][CH:15]([CH2:16][NH2:17])[c:18]3[cH:19][n:20][c:21](-[c:28]4[c:29]([CH2:34][CH2:35][CH2:36][O:37][CH3:38])[cH:30][cH:31][cH:32][cH:33]4)[cH:22][c:23]3[C:24]([F:25])([F:26])[F:27])[cH:12][cH:13]2)[c:39]([Cl:44])[cH:40][c:41]([CH3:43])[cH:42]1.